Dataset: the Open Reaction Database (ORD), a public repository of structured organic reaction records. Task: describe an organic reaction: reactants, conditions, products, and yield The reactants are BrC=1C=C(C=CC1)C1NC2=CC=C(C=C2C(C1)(C)C)C(F)(F)F (2-(3-bromo-phenyl)-4,4-dimethyl-6-trifluoromethyl-1,2,3,4-tetrahydro-quinoline), [H-].[Na+] (sodium hydride), oil, IC (iodomethane). Solvent: CN(C=O)C (N,N-dimethylformamide). Reaction conditions: temperature 0 celsius, time 30 minute. Product: BrC=1C=C(C=CC1)C1N(C2=CC=C(C=C2C(C1)(C)C)C(F)(F)F)C (2-(3-bromo-phenyl)-1,4,4-trimethyl-6-trifluoromethyl-1,2,3,4-tetrahydro-quinoline). Isolated yield 69.2%. Reaction SMILES: [Br:1][C:2]1[CH:3]=[C:4]([CH:8]2[CH2:17][C:16]([CH3:19])([CH3:18])[C:15]3[C:10](=[CH:11][CH:12]=[C:13]([C:20]([F:23])([F:22])[F:21])[CH:14]=3)[NH:9]2)[CH:5]=[CH:6][CH:7]=1.[H-].[Na+].I[CH3:27]>CN(C)C=O>[Br:1][C:2]1[CH:3]=[C:4]([CH:8]2[CH2:17][C:16]([CH3:19])([CH3:18])[C:15]3[C:10](=[CH:11][CH:12]=[C:13]([C:20]([F:23])([F:21])[F:22])[CH:14]=3)[N:9]2[CH3:27])[CH:5]=[CH:6][CH:7]=1 |f:1.2|. Procedure details: To a stirred solution of 2-(3-bromo-phenyl)-4,4-dimethyl-6-trifluoromethyl-1,2,3,4-tetrahydro-quinoline (5.0 g, 13.06 mmol) in N,N-dimethylformamide (15 mL) was added a 60% dispersion of sodium hydride in mineral oil (1.1 g, 26.1 mmol) portionwise at 0° C. The mixture was stirred at 0° C. for 30 min and then iodomethane (2.5 mL, 39.2 mmol) was added to the above mixture dropwise at 0° C. The solution was stirred at 0° C. for 2 h and then extracted with ethyl acetate, washed with brine, dried ove... Starting materials: ClC1=NC(=CC2=CC=CC=C12)NC1=NNC(=C1)C ((1-chloro-isoquinolin-3-yl)-(5-methyl-1H-pyrazol-3-yl)-amine), COC1=CC=C(C=C1)B(O)O (4-methoxy-phenylboronic acid). The product is COC1=CC=C(C=C1)C1=NC(=CC2=CC=CC=C12)NC1=NNC(=C1)C ([1-(4-methoxy-phenyl)-isoquinolin-3-yl]-(5-methyl-1H-pyrazol-3-yl)-amine). As a reaction SMILES: Cl[C:2]1[C:11]2[C:6](=[CH:7][CH:8]=[CH:9][CH:10]=2)[CH:5]=[C:4]([NH:12][C:13]2[CH:17]=[C:16]([CH3:18])[NH:15][N:14]=2)[N:3]=1.[CH3:19][O:20][C:21]1[CH:26]=[CH:25][C:24](B(O)O)=[CH:23][CH:22]=1>>[CH3:19][O:20][C:21]1[CH:26]=[CH:25][C:24]([C:2]2[C:11]3[C:6](=[CH:7][CH:8]=[CH:9][CH:10]=3)[CH:5]=[C:4]([NH:12][C:13]3[CH:17]=[C:16]([CH3:18])[NH:15][N:14]=3)[N:3]=2)=[CH:23][CH:22]=1. Reported procedure: Similar procedure as described in example 131 was used, starting from (1-chloro-isoquinolin-3-yl)-(5-methyl-1H-pyrazol-3-yl)-amine and 4-methoxy-phenylboronic acid to give [1-(4-methoxy-phenyl)-isoquinolin-3-yl]-(5-methyl-1H-pyrazol-3-yl)-amine. LC-MS m/e 331 (MH+). Product: C(#N)C1=CN(C2=CC=CC=C12)CC(C#N)(C#N)CCC(F)(F)F ([{3-cyano-1H-indole-1-yl}methyl] (3,3,3-trifluoropropyl) malononitrile). Run in CN(C=O)C (N,N-dimethylformamide). Starting materials: O (Water), ClCN1C=C(C2=CC=CC=C12)C#N (1-(chloromethyl)-3-cyano-1H-indole), FC(CCC(C#N)C#N)(F)F ((3,3,3-trifluoropropyl) malononitrile), C([O-])([O-])=O.[K+].[K+] (potassium carbonate). RXN SMILES: Cl[CH2:2][N:3]1[C:11]2[C:6](=[CH:7][CH:8]=[CH:9][CH:10]=2)[C:5]([C:12]#[N:13])=[CH:4]1.[F:14][C:15]([F:24])([F:23])[CH2:16][CH2:17][CH:18]([C:21]#[N:22])[C:19]#[N:20].C(=O)([O-])[O-].[K+].[K+].O>CN(C)C=O>[C:12]([C:5]1[C:6]2[C:11](=[CH:10][CH:9]=[CH:8][CH:7]=2)[N:3]([CH2:2][C:18]([CH2:17][CH2:16][C:15]([F:14])([F:23])[F:24])([C:19]#[N:20])[C:21]#[N:22])[CH:4]=1)#[N:13] |f:2.3.4|. Reported procedure: 1.70 g of 1-(chloromethyl)-3-cyano-1H-indole and 1.45 g of (3,3,3-trifluoropropyl) malononitrile were dissolved in 27 ml of N,N-dimethylformamide. 2.49 g of potassium carbonate was added to the solution under ice cooling with stirring, followed by stirring at room temperature for 7 hours. Water was added to the reaction mixture, and then extracted with MTBE. The organic layer was washed with water, dried over anhydrous magnesium sulfate, filtered, and concentrated under reduced pressure. The res... Yield: 52.5%. Starting materials: FC=1C=C2CCNC(C2=CC1OC)=O (6-fluoro-7-methoxy-3,4-dihydroisoquinolin-1(2H)-one), B(Br)(Br)Br (boron tribromide), O (water), CCOC(=O)C (EtOAc). Solvent: C(Cl)Cl (DCM). Run at time 1 hour. Yields the product FC=1C=C2CCNC(C2=CC1O)=O (6-fluoro-7-hydroxy-3,4-dihydroisoquinolin-1(2H)-one). Yield: 89.5%. RXN SMILES: [F:1][C:2]1[CH:3]=[C:4]2[C:9](=[CH:10][C:11]=1[O:12]C)[C:8](=[O:14])[NH:7][CH2:6][CH2:5]2.B(Br)(Br)Br.O.CCOC(C)=O>C(Cl)Cl>[F:1][C:2]1[CH:3]=[C:4]2[C:9](=[CH:10][C:11]=1[OH:12])[C:8](=[O:14])[NH:7][CH2:6][CH2:5]2. Procedure details: To a 0° C. solution of 6-fluoro-7-methoxy-3,4-dihydroisoquinolin-1(2H)-one (Cpd M, 0.428 g, 2.19 mmol) in DCM (15 mL) was added boron tribromide (1.0M in DCM, 6.00 mL, 6.00 mmol). The reaction mixture was stirred for 1 hour, then the reaction mixture was allowed to warm to room temperature. After stirring for 4 hours, water (25 mL) and EtOAc (100 mL) were added and the mixture was stirred vigorously. The layers were separated, and the organic layer was filtered and concentrated under vacuum to g... Starting materials: O1C(OCC1)C=1C=CC(=NC1)C1=CC2=NC=CC(=C2S1)OC1=C(C=C(N)C=C1)F (4-(2-(5-(1,3-Dioxolan-2-yl)pyridin-2-yl)thieno[3,2-b]pyridin-7-yloxy)-3-fluoroaniline), FC1=CC=C(C=C1)N(C(CC(=O)O)=O)C (3-((4-fluorophenyl)(methyl)amino)-3-oxopropanoic acid). Solvent: O (water), C(=O)(C(F)(F)F)O (TFA), CN(C)C=O (DMF). Run at time 2 hour. The product is FC=1C=C(C=CC1OC1=C2C(=NC=C1)C=C(S2)C2=NC=C(C=C2)C=O)NC(CC(=O)N(C)C2=CC=C(C=C2)F)=O (N1-(3-Fluoro-4-(2-(5-formylpyridin-2-yl)thieno[3,2-b]pyridin-7-yloxy)phenyl)-N3-(4-fluorophenyl)-N3-methylmalonamide). Isolated yield 56.2%. Reaction SMILES: O1CC[O:3][CH:2]1[C:6]1[CH:7]=[CH:8][C:9]([C:12]2[S:20][C:19]3[C:14](=[N:15][CH:16]=[CH:17][C:18]=3[O:21][C:22]3[CH:28]=[CH:27][C:25]([NH2:26])=[CH:24][C:23]=3[F:29])[CH:13]=2)=[N:10][CH:11]=1.[F:30][C:31]1[CH:36]=[CH:35][C:34]([N:37]([CH3:44])[C:38](=[O:43])[CH2:39][C:40](O)=[O:41])=[CH:33][CH:32]=1>CN(C=O)C.O.C(O)(C(F)(F)F)=O>[F:29][C:23]1[CH:24]=[C:25]([NH:26][C:40](=[O:41])[CH2:39][C:38]([N:37]([C:34]2[CH:35]=[CH:36][C:31]([F:30])=[CH:32][CH:33]=2)[CH3:44])=[O:43])[CH:27]=[CH:28][C:22]=1[O:21][C:18]1[CH:17]=[CH:16][N:15]=[C:14]2[CH:13]=[C:12]([C:9]3[CH:8]=[CH:7][C:6]([CH:2]=[O:3])=[CH:11][N:10]=3)[S:20][C:19]=12. Reported procedure: To intermediate 38 (0.35 g, 0.86 mmol) in dry DMF (25 mL) was added 3-((4-fluorophenyl)(methyl)amino)-3-oxopropanoic acid (44) [U.S. 2007/0004675 A1] (0.36 g, 1.7 mmol) [Met-036], and EDCHCl (0.33 g, 1.7 mmol) and the mixture was stirred at r.t. for 2 h. The mixture was then partitioned between ethyl acetate and water; the organic phase was collected, washed with water, saturated NaHCO3, and brine, dried (anhydrous MgSO4), filtered and concentrated. The crude product was dissolved in acetone (50... Starting materials: C(C1=CC=CC=C1)ON=C1C[C@H](N(C1)C(=O)OC(C)(C)C)C(=O)O ((2S,4EZ)-4-[(benzyloxy)imino]-1-(tert-butoxycarbonyl)-2-pyrrolidinecarboxylic acid), COCC(=O)Cl (methoxyacetyl chloride), C(C)N1C2=CC=CC=C2C=2C=C(C=CC12)N (9-ethyl-9H-carbazol-3-amine). The product is C(C1=CC=CC=C1)ON=C1C[C@H](N(C1)C(COC)=O)C(=O)NC=1C=CC=2N(C3=CC=CC=C3C2C1)CC ((2S,4EZ)-4-[(benzyloxy)imino]-N-(9-ethyl-9H-carbazol-3-yl)-1-(methoxyacetyl)-2-pyrrolidinecarboxamide). RXN SMILES: [CH2:1]([O:8][N:9]=[C:10]1[CH2:14][N:13]([C:15]([O:17]C(C)(C)C)=O)[C@H:12]([C:22]([OH:24])=O)[CH2:11]1)[C:2]1[CH:7]=[CH:6][CH:5]=[CH:4][CH:3]=1.[CH3:25][O:26][CH2:27]C(Cl)=O.[CH2:31]([N:33]1[C:45]2[CH:44]=[CH:43][C:42]([NH2:46])=[CH:41][C:40]=2[C:39]2[C:34]1=[CH:35][CH:36]=[CH:37][CH:38]=2)[CH3:32]>>[CH2:1]([O:8][N:9]=[C:10]1[CH2:14][N:13]([C:15](=[O:17])[CH2:27][O:26][CH3:25])[C@H:12]([C:22]([NH:46][C:42]2[CH:43]=[CH:44][C:45]3[N:33]([CH2:31][CH3:32])[C:34]4[C:39]([C:40]=3[CH:41]=2)=[CH:38][CH:37]=[CH:36][CH:35]=4)=[O:24])[CH2:11]1)[C:2]1[CH:3]=[CH:4][CH:5]=[CH:6][CH:7]=1. Procedure details: Following the general method as outlined in Example 22, starting from (2S,4EZ)-4-[(benzyloxy)imino]-1-(tert-butoxycarbonyl)-2-pyrrolidinecarboxylic acid, methoxyacetyl chloride, and 9-ethyl-9H-carbazol-3-amine the title compound was obtained in 46% purity by LC/MS. MS(ESI+): m/z=499.2. The reactants are [I-].[Na+] (sodium iodide), BrCCCOC1=C(C=C(C=C1)C1=CC=C(C=C1)C(=O)OCC)C1=CC=2C(CCC(C2C=C1)(C)C)(C)C (ethyl 4′-(3-bromopropoxy)-3′-(5,5,8,8-tetramethyl-5,6,7,8-tetrahydronaphth-2-yl)biphenyl-4-carboxylate). Run in CC(=O)C (acetone). Conditions: time 8 hour. Product: ICCCOC1=C(C=C(C=C1)C1=CC=C(C=C1)C(=O)OCC)C1=CC=2C(CCC(C2C=C1)(C)C)(C)C (ethyl 4′-(3-iodopropoxy)-3′-(5,5,8,8-tetramethyl-5,6,7,8-tetrahydronaphth-2-yl)biphenyl-4-carboxylate), solid. Isolated yield 71.0%. As a reaction SMILES: [I-:1].[Na+].Br[CH2:4][CH2:5][CH2:6][O:7][C:8]1[CH:13]=[CH:12][C:11]([C:14]2[CH:19]=[CH:18][C:17]([C:20]([O:22][CH2:23][CH3:24])=[O:21])=[CH:16][CH:15]=2)=[CH:10][C:9]=1[C:25]1[CH:34]=[CH:33][C:32]2[C:31]([CH3:36])([CH3:35])[CH2:30][CH2:29][C:28]([CH3:38])([CH3:37])[C:27]=2[CH:26]=1>CC(C)=O>[I:1][CH2:4][CH2:5][CH2:6][O:7][C:8]1[CH:13]=[CH:12][C:11]([C:14]2[CH:19]=[CH:18][C:17]([C:20]([O:22][CH2:23][CH3:24])=[O:21])=[CH:16][CH:15]=2)=[CH:10][C:9]=1[C:25]1[CH:34]=[CH:33][C:32]2[C:31]([CH3:36])([CH3:35])[CH2:30][CH2:29][C:28]([CH3:38])([CH3:37])[C:27]=2[CH:26]=1 |f:0.1|. Reported procedure: 260 mg (1.73 mmol) of sodium iodide are added to a solution of 640 mg (1.16 mmol) of ethyl 4′-(3-bromopropoxy)-3′-(5,5,8,8-tetramethyl-5,6,7,8-tetrahydronaphth-2-yl)biphenyl-4-carboxylate in 40 ml of acetone. The reaction mixture is stirred overnight at room temperature. The precipitate formed is filtered off and the filtrate is evaporated. 608 mg of ethyl 4′-(3-iodopropoxy)-3′-(5,5,8,8-tetramethyl-5,6,7,8-tetrahydronaphth-2-yl)biphenyl-4-carboxylate are obtained in the form of a white solid (m.... The reactants are BrCC=1N=CC(=NC1)NC([C@H](CC1CCCC1)C1=CC(=C(C=C1)S(=O)(=O)C)Cl)=O (N-(5-bromomethyl-pyrazin-2-yl)-2(R)-(3-chloro-4-methanesulfonyl-phenyl)-3-cyclopentyl-propionamide), solution, CNC (dimethylamine), solution, CNC (dimethylamine), solution, CNC (dimethylamine). The solvent is O1CCCC1 (tetrahydrofuran), O1CCCC1 (tetrahydrofuran), O1CCCC1 (tetrahydrofuran), O1CCCC1 (tetrahydrofuran). Run at temperature 0 celsius, time 30 minute. The product is 40S, ClC=1C=C(C=CC1S(=O)(=O)C)[C@H](C(=O)NC1=NC=C(N=C1)CN(C)C)CC1CCCC1 (2(R)-(3-chloro-4-methanesulfonyl-phenyl)-3-cyclopentyl-N-(5-dimethylaminomethyl-pyrazin-2-yl)-propionamide). As a reaction SMILES: Br[CH2:2][C:3]1[N:4]=[CH:5][C:6]([NH:9][C:10](=[O:29])[C@@H:11]([C:18]2[CH:23]=[CH:22][C:21]([S:24]([CH3:27])(=[O:26])=[O:25])=[C:20]([Cl:28])[CH:19]=2)[CH2:12][CH:13]2[CH2:17][CH2:16][CH2:15][CH2:14]2)=[N:7][CH:8]=1.[CH3:30][NH:31][CH3:32]>O1CCCC1>[Cl:28][C:20]1[CH:19]=[C:18]([C@@H:11]([CH2:12][CH:13]2[CH2:14][CH2:15][CH2:16][CH2:17]2)[C:10]([NH:9][C:6]2[CH:5]=[N:4][C:3]([CH2:2][N:31]([CH3:32])[CH3:30])=[CH:8][N:7]=2)=[O:29])[CH:23]=[CH:22][C:21]=1[S:24]([CH3:27])(=[O:26])=[O:25]. Procedure details: A solution of N-(5-bromomethyl-pyrazin-2-yl)-2(R)-(3-chloro-4-methanesulfonyl-phenyl)-3-cyclopentyl-propionamide (prepared as in Example 30, 138.5 mg, 0.28 mmol) in tetrahydrofuran (2.6 mL) was cooled to 0° C. and then was treated with a 2.0M solution of dimethylamine in tetrahydrofuran (275 μL, 0.55 mmol). The reaction was stirred at 0° C. for 30 min and then at 25° C. for 1 h. A second aliquot of a 2.0M solution of dimethylamine in tetrahydrofuran (275 μL, 0.55 mmol) was added, and the reactio... Starting materials: C(=O)(O)[O-].[Na+] (NaHCO3), ClC1=NC(=NC=C1)OC (4-chloro-2-methoxypyrimidine), FC(C1=CC=C(C=C1)B(O)O)(F)F (4-(trifluoromethyl)phenylboronic acid), C(=O)([O-])[O-].[K+].[K+] (K2CO3). The reagents and catalysts are C1=CC=C(C=C1)P([C-]2C=CC=C2)C3=CC=CC=C3.C1=CC=C(C=C1)P([C-]2C=CC=C2)C3=CC=CC=C3.Cl[Pd]Cl.[Fe+2] (PdCl2(dppf)). Run in CS(=O)C (DMSO), Cl (HCl). Run at temperature 95 celsius, time 20 hour. The product is FC(C1=CC=C(C=C1)C1=NC(NC=C1)=O)(F)F (4-(4-(Trifluoromethyl)phenyl)pyrimidin-2(1H)-one). Yield: 22.2%. As a reaction SMILES: Cl[C:2]1[CH:7]=[CH:6][N:5]=[C:4]([O:8]C)[N:3]=1.[F:10][C:11]([F:22])([F:21])[C:12]1[CH:17]=[CH:16][C:15](B(O)O)=[CH:14][CH:13]=1.C([O-])([O-])=O.[K+].[K+].C([O-])(O)=O.[Na+]>CS(C)=O.Cl.C1C=CC(P(C2C=CC=CC=2)[C-]2C=CC=C2)=CC=1.C1C=CC(P(C2C=CC=CC=2)[C-]2C=CC=C2)=CC=1.Cl[Pd]Cl.[Fe+2]>[F:10][C:11]([F:22])([F:21])[C:12]1[CH:17]=[CH:16][C:15]([C:2]2[CH:7]=[CH:6][NH:5][C:4](=[O:8])[N:3]=2)=[CH:14][CH:13]=1 |f:2.3.4,5.6,9.10.11.12|. Procedure details: A suspension of 4-chloro-2-methoxypyrimidine (500 mg, 3.47 mmol), 4-(trifluoromethyl)phenylboronic acid (788 mg, 4.17 mmol), PdCl2(dppf) (283 mg, 0.347 mmol) and K2CO3 (958 mg, 6.94 mmol) in DMSO (10 mL) was degassed under reduced pressure for 45 min. The suspension was put under N2 and stirred at 95° C. for 20 h. The suspension was cooled, H2O was added and the suspension was filtered to afford a light colored solid. Flash chromatography on silica gel (hexanes/(1:1 EtOAc/hexanes), 100:0 to 0:10... Product: CC([C@@H](C(=O)OC)N1C(C2=CC(=CC=C2C1)C1=CC=C(C=C1)NC(=O)C=1N=C(OC1C)C1=CC=CC=C1)=O)C ((S)-Methyl 3-methyl-2-(6-(4-(5-methyl-2-phenyloxazole-4-carboxamido)phenyl)-1-oxoisoindolin-2-yl)butanoate). The reactants are compound, NC1=CC=C(C=C1)C1=CC=C2CN(C(C2=C1)=O)[C@H](C(=O)OC)C(C)C ((S)-Methyl 2-(6-(4-aminophenyl)-1-oxoisoindolin-2-yl)-3-methylbutanoate), CC1=C(N=C(O1)C1=CC=CC=C1)C(=O)O (5-methyl-2-phenyloxazole-4-carboxylic acid). The yield is 43.0%. RXN SMILES: [NH2:1][C:2]1[CH:7]=[CH:6][C:5]([C:8]2[CH:16]=[C:15]3[C:11]([CH2:12][N:13]([C@@H:18]([CH:23]([CH3:25])[CH3:24])[C:19]([O:21][CH3:22])=[O:20])[C:14]3=[O:17])=[CH:10][CH:9]=2)=[CH:4][CH:3]=1.[CH3:26][C:27]1[O:31][C:30]([C:32]2[CH:37]=[CH:36][CH:35]=[CH:34][CH:33]=2)=[N:29][C:28]=1[C:38](O)=[O:39]>>[CH3:24][CH:23]([CH3:25])[C@H:18]([N:13]1[CH2:12][C:11]2[C:15](=[CH:16][C:8]([C:5]3[CH:4]=[CH:3][C:2]([NH:1][C:38]([C:28]4[N:29]=[C:30]([C:32]5[CH:37]=[CH:36][CH:35]=[CH:34][CH:33]=5)[O:31][C:27]=4[CH3:26])=[O:39])=[CH:7][CH:6]=3)=[CH:9][CH:10]=2)[C:14]1=[O:17])[C:19]([O:21][CH3:22])=[O:20]. Procedure: The compound of example 642 was prepared analogous to the compound of example 640 by reaction of compound of example 6 with commercially available 5-methyl-2-phenyloxazole-4-carboxylic acid (Maybridge Chemical Company, Ltd., UK).